Dataset: the Open Reaction Database (ORD), a public repository of structured organic reaction records. Task: describe an organic reaction: reactants, conditions, products, and yield Starting materials: N(C1=CC=CC=C1)C1=NC2=CC=C(C=C2N=C1)O (2-anilino-6-quinoxalinol), O[C@@H]1COCC1 ((S)-(+)-3-hydroxytetrahydrofuran), product, CCOC(=O)/N=N/C(=O)OCC (DEAD). The solvent is C1CCOC1 (THF). Run at time 1.5 hour. The product is C1(=CC=CC=C1)NC1=NC2=CC=C(C=C2N=C1)O[C@H]1COCC1 (Phenyl-[6-(tetrahydrofuran-3-(R)-yl-oxy)quinoxalin-2-yl]amine). As a reaction SMILES: [NH:1]([C:8]1[CH:17]=[N:16][C:15]2[C:10](=[CH:11][CH:12]=[C:13]([OH:18])[CH:14]=2)[N:9]=1)[C:2]1[CH:7]=[CH:6][CH:5]=[CH:4][CH:3]=1.O[C@H:20]1[CH2:24][CH2:23][O:22][CH2:21]1.CCOC(/N=N/C(OCC)=O)=O>C1COCC1>[C:2]1([NH:1][C:8]2[CH:17]=[N:16][C:15]3[C:10](=[CH:11][CH:12]=[C:13]([O:18][C@@H:20]4[CH2:24][CH2:23][O:22][CH2:21]4)[CH:14]=3)[N:9]=2)[CH:3]=[CH:4][CH:5]=[CH:6][CH:7]=1. Reported procedure: To a THF solution at 0° C. under argon is added 2-anilino-6-quinoxalinol (0.23 g, 0.97 mmol), (S)-(+)-3-hydroxytetrahydrofuran (0.086 mL, 1.3 mmol), and triplenylphosphine (0.31 g, 1.2 mmol). DEAD (0.18 mL, 1.2 mmol) is added portionwise. The reaction is allowed to warm to room temperature and stirred for 1.5 hours. The mixture is concentrated and partitioned between EtOAc and H2O. The organic layer is washed with H2O, brine, dried (MgSO4), and concentrated. The resulting yellow oil is chromatog... Procedure: 4-(4-[1,2,3]Triazol-1-yl-butyl)-phenylamine (0.304 g, 1 mmol) is dissolved in anhydrous N,N-dimethylformamide (5 ml) followed by the addition of sodium hydride (0.024 g, 1 mmol). After stirring for 15 min at room temperature 4-chloromethyl-2-[2-(4-trifluoromethoxy-phenyl)-vinyl]-oxazole (0.324 g, 1.5 mmol) is added and the mixture stirred for 16 h at 80° C. Ethyl acetate (25 ml) is added, the mixture is washed with brine, dried over sodium sulfate and concentrated in vacuo. After flash column ch... Run in CN(C=O)C (N,N-dimethylformamide). RXN SMILES: [N:1]1([CH2:6][CH2:7][CH2:8][CH2:9][C:10]2[CH:15]=[CH:14][C:13]([NH2:16])=[CH:12][CH:11]=2)[CH:5]=[CH:4][N:3]=[N:2]1.[H-].[Na+].Cl[CH2:20][C:21]1[N:22]=[C:23]([CH:26]=[CH:27][C:28]2[CH:33]=[CH:32][C:31]([O:34][C:35]([F:38])([F:37])[F:36])=[CH:30][CH:29]=2)[O:24][CH:25]=1.C(OCC)(=O)C>CN(C)C=O>[N:1]1([CH2:6][CH2:7][CH2:8][CH2:9][C:10]2[CH:11]=[CH:12][C:13]([NH:16][CH2:20][C:21]3[N:22]=[C:23]([CH:26]=[CH:27][C:28]4[CH:29]=[CH:30][C:31]([O:34][C:35]([F:38])([F:36])[F:37])=[CH:32][CH:33]=4)[O:24][CH:25]=3)=[CH:14][CH:15]=2)[CH:5]=[CH:4][N:3]=[N:2]1 |f:1.2|. The reactants are C(C)(=O)OCC (Ethyl acetate), N1(N=NC=C1)CCCCC1=CC=C(C=C1)N (4-(4-[1,2,3]Triazol-1-yl-butyl)-phenylamine), ClCC=1N=C(OC1)C=CC1=CC=C(C=C1)OC(F)(F)F (4-chloromethyl-2-[2-(4-trifluoromethoxy-phenyl)-vinyl]-oxazole), [H-].[Na+] (sodium hydride). Conditions: temperature 80 celsius, time 16 hour. The product is N1(N=NC=C1)CCCCC1=CC=C(C=C1)NCC=1N=C(OC1)C=CC1=CC=C(C=C1)OC(F)(F)F ([4-(4-[1,2,3]triazol-1-yl-butyl)-phenyl]-{2-[2-(4-trifluoromethoxy-phenyl)-vinyl]-oxazol-4-ylmethyl}-amine). The reactants are C(=O)(C(F)(F)F)O (TFA), C(C)(=O)OC1CCC=2C1=NC=C(C2N2C[C@H](CCC2)NC(=O)OC(C)(C)C)NC(=O)C2=NC(=C(C=C2N)F)C2=C(C=CC=C2F)F (3-({[3-Amino-6-(2,6-difluorophenyl)-5-fluoropyridin-2-yl]carbonyl}amino)-4-{(3S)-3-[(tert-butoxycarbonyl)amino]piperidin-1-yl}-6,7-dihydro-5H-cyclopenta[b]pyridin-7-yl acetate), CO (MeOH), [OH-].[Na+] (NaOH). The solvent is C(Cl)Cl (DCM), C1CCOC1 (THF). Reaction conditions: time 30 minute. The product is NC=1C(=NC(=C(C1)F)C1=C(C=CC=C1F)F)C(=O)NC=1C(=C2C(=NC1)C(CC2)O)N2C[C@H](CCC2)N (3-Amino-N-{4-[(3S)-3-aminopiperidin-1-yl]-7-hydroxy-6,7-dihydro-5H-cyclopenta[b]pyridin-3-yl}-6-(2,6-difluorophenyl)-5-fluoropyridine-2-carboxamide). RXN SMILES: C([O:4][CH:5]1[C:9]2=[N:10][CH:11]=[C:12]([NH:28][C:29]([C:31]3[C:36]([NH2:37])=[CH:35][C:34]([F:38])=[C:33]([C:39]4[C:44]([F:45])=[CH:43][CH:42]=[CH:41][C:40]=4[F:46])[N:32]=3)=[O:30])[C:13]([N:14]3[CH2:19][CH2:18][CH2:17][C@H:16]([NH:20]C(OC(C)(C)C)=O)[CH2:15]3)=[C:8]2[CH2:7][CH2:6]1)(=O)C.CO.[OH-].[Na+].C(O)(C(F)(F)F)=O>C(Cl)Cl.C1COCC1>[NH2:37][C:36]1[C:31]([C:29]([NH:28][C:12]2[C:13]([N:14]3[CH2:19][CH2:18][CH2:17][C@H:16]([NH2:20])[CH2:15]3)=[C:8]3[CH2:7][CH2:6][CH:5]([OH:4])[C:9]3=[N:10][CH:11]=2)=[O:30])=[N:32][C:33]([C:39]2[C:44]([F:45])=[CH:43][CH:42]=[CH:41][C:40]=2[F:46])=[C:34]([F:38])[CH:35]=1 |f:2.3|. Reported procedure: 3-({[3-Amino-6-(2,6-difluorophenyl)-5-fluoropyridin-2-yl]carbonyl}amino)-4-{(3S)-3-[(tert-butoxycarbonyl)amino]piperidin-1-yl}-6,7-dihydro-5H-cyclopenta[b]pyridin-7-yl acetate (4.0 mg, 0.0062 mmol) was mixed with MeOH (74 μL), THF (37 μL) and 1.0 M NaOH (41 μL, 0.041 mmol). The reaction mixture was stirred at room temperature for 30 min. The organic solvents were removed under reduced pressure. The aqueous layer was diluted with aq. NH4Cl, then extracted twice with EtOAc. The combined organic la... Reactants: OC=1C(=NC=CC1)C(=O)N (3-hydroxypicolinamide), P(Cl)(Cl)(Cl)(Cl)Cl (phosphorus pentachloride). The solvent is P(=O)(Cl)(Cl)Cl (phosphorus oxychloride). Yields the product ClC=1C(=NC=CC1)C#N (3-chloro-2-cyanopyridine). The yield is 14.9%. Reaction SMILES: O[C:2]1[C:3]([C:8]([NH2:10])=O)=[N:4][CH:5]=[CH:6][CH:7]=1.P(Cl)(Cl)(Cl)(Cl)[Cl:12]>P(Cl)(Cl)(Cl)=O>[Cl:12][C:2]1[C:3]([C:8]#[N:10])=[N:4][CH:5]=[CH:6][CH:7]=1. Procedure: To a solution of 3-hydroxypicolinamide (2.00 g, 14.5 mmol) in phosphorus oxychloride (10 mL) at room temperature was added phosphorus pentachloride (6.00 g, 28.8 mmol). The mixture was heated at reflux for 90 min, and the solvent was removed by distillation. The residue was poured into water, the aqueous solution was neutralized by addition of sodium bicarbonate, and was extracted with ethyl acetate. The organic phase was filtered through silica gel, the filtrate was concentrated, and the residu... Starting materials: N#Cc1cc(F)cc(C(O)CBr)c1F, CC(C)(C)N, CCO, ClCCl. The product is CC(C)(C)NCC(O)c1cc(F)cc(C#N)c1F. RXN SMILES: [Br:1][CH2:2][CH:3]([OH:4])[c:5]1[c:6]([F:14])[c:7]([C:8]#[N:9])[cH:10][c:11]([F:13])[cH:12]1.[C:15]([CH3:16])([CH3:17])([CH3:18])[NH2:19].[CH3:20][CH2:21][OH:22].[Cl:23][CH2:24][Cl:25]>>[CH2:2]([CH:3]([OH:4])[c:5]1[c:6]([F:14])[c:7]([C:8]#[N:9])[cH:10][c:11]([F:13])[cH:12]1)[NH:19][C:15]([CH3:16])([CH3:17])[CH3:18].